Dataset: the Open Reaction Database (ORD), a public repository of structured organic reaction records. Task: describe an organic reaction: reactants, conditions, products, and yield Reactants: Cc1nc(-c2ccccn2)ncc1C(=O)O, CCOC(C)=O, CCN(C(C)C)C(C)C, Cc1cn(N)c2ccc(F)cc12, CN(C)C=O, O. Yields the product Cc1nc(-c2ccccn2)ncc1C(=O)Nn1cc(C)c2cc(F)ccc21. Reaction SMILES: [CH3:1][c:2]1[n:3][c:4](-[c:11]2[n:12][cH:13][cH:14][cH:15][cH:16]2)[n:5][cH:6][c:7]1[C:8](=[O:9])[OH:10].[CH3:38][CH2:39][O:40][C:41]([CH3:42])=[O:43].[CH:17]([N:18]([CH2:19][CH3:20])[CH:21]([CH3:22])[CH3:23])([CH3:24])[CH3:25].[F:26][c:27]1[cH:28][c:29]2[c:30]([CH3:37])[cH:31][n:32]([NH2:36])[c:33]2[cH:34][cH:35]1.[O:44]=[CH:45][N:46]([CH3:47])[CH3:48].[OH2:49]>>[CH3:1][c:2]1[n:3][c:4](-[c:11]2[n:12][cH:13][cH:14][cH:15][cH:16]2)[n:5][cH:6][c:7]1[C:8](=[O:10])[NH:36][n:32]1[cH:31][c:30]([CH3:37])[c:29]2[cH:28][c:27]([F:26])[cH:35][cH:34][c:33]21. Starting materials: C(C1=CC=CC=C1)NC(=O)NCC1=CC=CC=C1 (dibenzylurea), C(#N)CC(=O)O (cyanoacetic acid), C(C)(=O)OC(C)=O (acetic anhydride). The solvent is O (water). Yields the product C(#N)CC(=O)N(C(=O)NCC1=CC=CC=C1)CC1=CC=CC=C1 (Cyanoacetyldibenzylurea). As a reaction SMILES: [CH2:1]([NH:8][C:9]([NH:11][CH2:12][C:13]1[CH:18]=[CH:17][CH:16]=[CH:15][CH:14]=1)=[O:10])[C:2]1[CH:7]=[CH:6][CH:5]=[CH:4][CH:3]=1.[C:19]([CH2:21][C:22](O)=[O:23])#[N:20].C(OC(=O)C)(=O)C>O>[C:19]([CH2:21][C:22]([N:8]([CH2:1][C:2]1[CH:3]=[CH:4][CH:5]=[CH:6][CH:7]=1)[C:9]([NH:11][CH2:12][C:13]1[CH:18]=[CH:17][CH:16]=[CH:15][CH:14]=1)=[O:10])=[O:23])#[N:20]. Reported procedure: 36.0 g (0.15 mol) of dibenzylurea, 15.3 g (0.18 mol) of cyanoacetic acid and 30.6 g (0.3 mol) of acetic anhydride are stirred at 80-85° C. for 2 hours. After cooling, the reaction mixture is stirred into 600 ml of water and the resultant precipitate is filtered off with suction and then dried to constant weight. Reactants: Fc1ccc(-n2ncnc2-n2cc3c(n2)-c2ccc(Br)cc2OCC3)c(F)c1, Brc1ccc2c(c1)-c1n[nH]cc1CCO2, Clc1ccccc1-n1ncnc1Cl. Yields the product Clc1ccccc1-n1ncnc1-n1cc2c(n1)-c1cc(Br)ccc1OCC2. As a reaction SMILES: [Br:1][c:2]1[cH:3][cH:4][c:5]2[c:11]([cH:12]1)[O:10][CH2:9][CH2:8][c:7]1[c:6]-2[n:28][n:14](-[c:15]2[n:16](-[c:17]3[cH:18][cH:19][c:20]([F:21])[cH:22][c:23]3[F:24])[n:25][cH:26][n:27]2)[cH:13]1.[Br:42][c:43]1[cH:44][cH:45][c:46]2[c:47]([cH:56]1)-[c:48]1[n:49][nH:50][cH:51][c:52]1[CH2:53][CH2:54][O:55]2.[Cl:29][c:30]1[n:31][cH:32][n:33][n:34]1-[c:35]1[c:36]([Cl:41])[cH:37][cH:38][cH:39][cH:40]1>>[c:30]1(-[n:50]2[n:49][c:48]3[c:52]([cH:51]2)[CH2:53][CH2:54][O:55][c:46]2[cH:45][cH:44][c:43]([Br:42])[cH:56][c:47]2-3)[n:31][cH:32][n:33][n:34]1-[c:35]1[c:36]([Cl:41])[cH:37][cH:38][cH:39][cH:40]1. Reactants: Cl.COC([C@@H](NC1=CC=C(C=C1)Cl)C)=O ((±)-(4-Chlorophenyl)alanine methyl ester hydrochloride), Cl.CN(CCCN=C=NCC)C (3-(3-dimethylaminopropyl)-1-ethylcarbodiimide hydrochloride), O.ON1N=NC2=C1C=CC=C2 (1-hydroxybenzotriazole monohydrate), CN1CCOCC1 (N-methylmorpholine). Run in ClCCl (dichloromethane), C(=O)O (formic acid), C(=O)O (formic acid), ClCCl (dichloromethane). Reaction conditions: time 15 minute. Product: COC([C@@H](N(C=O)C1=CC=C(C=C1)Cl)C)=O ((±)-N-Formyl-(4-chlorophenyl)alanine methyl ester). As a reaction SMILES: Cl.[CH3:2][O:3][C:4](=[O:15])[C@H:5]([CH3:14])[NH:6][C:7]1[CH:12]=[CH:11][C:10]([Cl:13])=[CH:9][CH:8]=1.Cl.CN(C)CCCN=C=NCC.O.ON1C2C=CC=CC=2N=N1.CN1CC[O:43][CH2:42]C1>ClCCl.C(O)=O>[CH3:2][O:3][C:4](=[O:15])[C@H:5]([CH3:14])[N:6]([C:7]1[CH:12]=[CH:11][C:10]([Cl:13])=[CH:9][CH:8]=1)[CH:42]=[O:43] |f:0.1,2.3,4.5|. Reported procedure: (±)-(4-Chlorophenyl)alanine methyl ester hydrochloride (2.00 g) was suspended in dichloromethane (20 ml), and 3-(3-dimethylaminopropyl)-1-ethylcarbodiimide hydrochloride (1.60 g), 1-hydroxybenzotriazole monohydrate (1.23 g), N-methylmorpholine (1.90 ml) and formic acid (0.30 ml) were added to stir the mixture for 15 minutes. After a process in which formic acid (0.30 ml) was additionally added to stir the mixture for 15 minutes was repeated 3 times, the reaction mixture was diluted with dichloro... The reactants are BrCCc1c[nH]c2ccccc12, C1COCCO1, c1c[nH]cn1. Product: c1ccc2c(CCn3ccnc3)c[nH]c2c1. RXN SMILES: [Br:1][CH2:2][CH2:3][c:4]1[cH:5][nH:6][c:7]2[cH:8][cH:9][cH:10][cH:11][c:12]12.[O:18]1[CH2:19][CH2:20][O:21][CH2:22][CH2:23]1.[nH:13]1[cH:14][n:15][cH:16][cH:17]1>>[CH2:2]([CH2:3][c:4]1[cH:5][nH:6][c:7]2[cH:8][cH:9][cH:10][cH:11][c:12]12)[n:13]1[cH:14][n:15][cH:16][cH:17]1. The reactants are C(C1=CC=CC=C1)OCCNC(C(C)(C)Br)=O (N-(2-benzyloxyethyl)-2-bromo-2-methylpropionamide), [N-]=[N+]=[N-].[Na+] (sodium azide), CN1C(CCC1)=O (N-methyl-2-pyrrolidone). Solvent: O (water). Reaction conditions: temperature 50 celsius. Product: N(=[N+]=[N-])C(C(=O)NCCOCC1=CC=CC=C1)(C)C (2-azido-N-(2-benzyloxyethyl)-2-methylpropionamide). As a reaction SMILES: [CH2:1]([O:8][CH2:9][CH2:10][NH:11][C:12](=[O:17])[C:13](Br)([CH3:15])[CH3:14])[C:2]1[CH:7]=[CH:6][CH:5]=[CH:4][CH:3]=1.[N-:18]=[N+:19]=[N-:20].[Na+].CN1CCCC1=O>O>[N:18]([C:13]([CH3:15])([CH3:14])[C:12]([NH:11][CH2:10][CH2:9][O:8][CH2:1][C:2]1[CH:7]=[CH:6][CH:5]=[CH:4][CH:3]=1)=[O:17])=[N+:19]=[N-:20] |f:1.2|. Procedure details: A mixture of the crude amide (104 g), sodium azide (23.6 g) and N-methyl-2-pyrrolidone (500 ml) was heated at 50° C. for 22 h. After cooling to room temperatur water was added and the resulting mixture was extracted with diethyl ether (2×400 ml). The combined organic phases were washed with brine (3×500 ml) and dried (Na2 SO4). Evaporation of the solvents in vacuo gave 2-azido-N-(2-benzyloxyethyl)-2-methylpropionamide as an oil:78 g. Reactants: BrB(Br)Br, CCCCCCCCCNC(=O)c1cc(Oc2c(Cl)cc([N+](=O)[O-])cc2Cl)ccc1OC, ClCCl. Yields the product CCCCCCCCCNC(=O)c1cc(Oc2c(Cl)cc([N+](=O)[O-])cc2Cl)ccc1O. Reaction SMILES: [B:33]([Br:34])([Br:35])[Br:36].[Cl:1][c:2]1[c:3]([O:4][c:5]2[cH:6][cH:7][c:8]([O:23][CH3:24])[c:9]([C:10](=[O:11])[NH:12][CH2:13][CH2:14][CH2:15][CH2:16][CH2:17][CH2:18][CH2:19][CH2:20][CH3:21])[cH:22]2)[c:25]([Cl:32])[cH:26][c:27]([N+:29](=[O:30])[O-:31])[cH:28]1.[Cl:37][CH2:38][Cl:39]>>[Cl:1][c:2]1[c:3]([O:4][c:5]2[cH:6][cH:7][c:8]([OH:23])[c:9]([C:10](=[O:11])[NH:12][CH2:13][CH2:14][CH2:15][CH2:16][CH2:17][CH2:18][CH2:19][CH2:20][CH3:21])[cH:22]2)[c:25]([Cl:32])[cH:26][c:27]([N+:29](=[O:30])[O-:31])[cH:28]1. RXN SMILES: [CH3:1][C:2]1[CH:7]=[C:6]([CH3:8])[CH:5]=[CH:4][C:3]=1[N:9]([CH2:26][CH:27]([CH3:29])[CH3:28])[S:10]([C:13]1[CH:18]=[CH:17][C:16]([CH2:19][CH2:20][CH2:21][C:22]([O:24]C)=[O:23])=[CH:15][CH:14]=1)(=[O:12])=[O:11].[OH-].[Li+]>O1CCCC1.O>[CH3:1][C:2]1[CH:7]=[C:6]([CH3:8])[CH:5]=[CH:4][C:3]=1[N:9]([CH2:26][CH:27]([CH3:29])[CH3:28])[S:10]([C:13]1[CH:18]=[CH:17][C:16]([CH2:19][CH2:20][CH2:21][C:22]([OH:24])=[O:23])=[CH:15][CH:14]=1)(=[O:12])=[O:11] |f:1.2|. Reaction conditions: temperature 20 celsius, time 30 minute. The reactants are CC1=C(C=CC(=C1)C)N(S(=O)(=O)C1=CC=C(C=C1)CCCC(=O)OC)CC(C)C (methyl 4-(4-(N-(2,4-dimethylphenyl)-N-isobutylsulfamoyl)phenyl)butanoate), [OH-].[Li+] (lithium hydroxide). The solvent is O1CCCC1 (tetrahydrofuran), O (water). Procedure: To a solution of methyl 4-(4-(N-(2,4-dimethylphenyl)-N-isobutylsulfamoyl)phenyl)butanoate (10.9 mg, 0.026 mmol) in tetrahydrofuran (THF) (0.25 mL) stirred in air at RT was added a solution of lithium hydroxide (0.625 mg, 0.026 mmol) in water (0.250 mL) in one charge. The reaction mixture was stirred at 20° C. for 30 min, to ensure dissolution and then left to stand overnight. Analysis showed complete conversion. The reaction mixture was evaporated and the residue partitioned between ethyl acetat... Product: CC1=C(C=CC(=C1)C)N(S(=O)(=O)C1=CC=C(C=C1)CCCC(=O)O)CC(C)C (4-(4-(N-(2,4-dimethylphenyl)-N-isobutylsulfamoyl)phenyl)butanoic acid). Isolated yield 54.8%.